From a dataset of the Open Reaction Database (ORD), a public repository of structured organic reaction records. describe an organic reaction: reactants, conditions, products, and yield The reactants are CCOC(=O)C(C(=O)OCC)c1cc(OCC(F)(F)F)c([N+](=O)[O-])c(OCC(F)(F)F)c1, Cl. Product: CCOC(=O)Cc1cc(OCC(F)(F)F)c([N+](=O)[O-])c(OCC(F)(F)F)c1. As a reaction SMILES: [CH2:1]([CH3:2])[O:3][C:4]([CH:5]([C:6]([O:7][CH2:8][CH3:9])=[O:10])[c:11]1[cH:12][c:13]([O:26][CH2:27][C:28]([F:29])([F:30])[F:31])[c:14]([N+:23](=[O:24])[O-:25])[c:15]([O:17][CH2:18][C:19]([F:20])([F:21])[F:22])[cH:16]1)=[O:32].[ClH:33]>>[CH2:1]([CH3:2])[O:3][C:4]([CH2:5][c:11]1[cH:12][c:13]([O:26][CH2:27][C:28]([F:29])([F:30])[F:31])[c:14]([N+:23](=[O:24])[O-:25])[c:15]([O:17][CH2:18][C:19]([F:20])([F:21])[F:22])[cH:16]1)=[O:32]. The reactants are CC(C)(C)c1ccc(N)cc1, O=C(O)CCCn1cnc2ccccc21. Product: CC(C)(C)c1ccc(NC(=O)CCCn2cnc3ccccc32)cc1. As a reaction SMILES: [C:16]([CH3:17])([CH3:18])([CH3:19])[c:20]1[cH:21][cH:22][c:23]([NH2:24])[cH:25][cH:26]1.[n:1]1([CH2:10][CH2:11][CH2:12][C:13](=[O:14])[OH:15])[cH:2][n:3][c:4]2[c:5]1[cH:6][cH:7][cH:8][cH:9]2>>[n:1]1([CH2:10][CH2:11][CH2:12][C:13](=[O:15])[NH:24][c:23]2[cH:22][cH:21][c:20]([C:16]([CH3:17])([CH3:18])[CH3:19])[cH:26][cH:25]2)[cH:2][n:3][c:4]2[c:5]1[cH:6][cH:7][cH:8][cH:9]2. Starting materials: OC1=C(CCl)C=C(C=C1)[N+](=O)[O-] (2-hydroxy-5-nitrobenzyl chloride), C(CO)O (ethylene glycol). Yields the product OCCOCC1=C(C=CC(=C1)[N+](=O)[O-])O (2-[(β-hydroxyethoxy)methyl] -4-nitrophenol). Reaction SMILES: [OH:1][C:2]1[CH:9]=[CH:8][C:7]([N+:10]([O-:12])=[O:11])=[CH:6][C:3]=1[CH2:4]Cl.[CH2:13]([OH:16])[CH2:14][OH:15]>>[OH:15][CH2:14][CH2:13][O:16][CH2:4][C:3]1[CH:6]=[C:7]([N+:10]([O-:12])=[O:11])[CH:8]=[CH:9][C:2]=1[OH:1]. Procedure details: 6.5 moles (93.8 g) of 2-hydroxy-5-nitrobenzyl chloride are heated for 4 hours in 150 ml of ethylene glycol on a boiling water bath. The expected product crystallizes after dilution of the reaction mixture with a litre of iced water. After filtering off followed by drying at 40° C. under air vacuum the product obtained is recrystallized from isopropyl acetate. It melts at 132° C. The reactants are ClCCl, COC(C)OCCl, CCN(C(C)C)C(C)C, C=CC(O)C(CC1CCCCC1)NC(=O)OC(C)(C)C. The product is C=CC(OCOC(C)OC)C(CC1CCCCC1)NC(=O)OC(C)(C)C. RXN SMILES: [CH2:37]([Cl:38])[Cl:39].[CH3:30][O:31][CH:32]([CH3:33])[O:34][CH2:35][Cl:36].[CH:21]([N:22]([CH:23]([CH3:24])[CH3:25])[CH2:26][CH3:27])([CH3:28])[CH3:29].[OH:1][CH:2]([CH:3]=[CH2:4])[CH:5]([CH2:6][CH:7]1[CH2:8][CH2:9][CH2:10][CH2:11][CH2:12]1)[NH:13][C:14](=[O:15])[O:16][C:17]([CH3:18])([CH3:19])[CH3:20]>>[O:1]([CH:2]([CH:3]=[CH2:4])[CH:5]([CH2:6][CH:7]1[CH2:8][CH2:9][CH2:10][CH2:11][CH2:12]1)[NH:13][C:14](=[O:15])[O:16][C:17]([CH3:18])([CH3:19])[CH3:20])[CH2:35][O:34][CH:32]([O:31][CH3:30])[CH3:33].